From a dataset of the Open Reaction Database (ORD), a public repository of structured organic reaction records. describe an organic reaction: reactants, conditions, products, and yield Starting materials: CCC1=CC=C(C=C1)C(=O)C (4-ethylacetophenone), CC1(CCCC(N1[O])(C)C)C (2,2,6,6-tetramethylpiperidine-1-oxyl), C(C)OC(C)=O (Ethylacetate). The reagents and catalysts are [Mo](=O)(=O)=O (molybdenum(VI)oxide). Solvent: O (water). Conditions: temperature 70 celsius, time 5 minute. Product: CC1(N(C(CCC1)(C)C)OC(C)C1=CC=C(C=C1)C(C)=O)C ((4-[1-(2,2,6,6-Tetramethyl-piperidin-1-yloxy)-ethyl]-phenyl}-ethanone). As a reaction SMILES: [CH3:1][CH2:2][C:3]1[CH:8]=[CH:7][C:6]([C:9]([CH3:11])=[O:10])=[CH:5][CH:4]=1.[CH3:12][C:13]1([CH3:22])[N:18]([O])[C:17]([CH3:21])([CH3:20])[CH2:16][CH2:15][CH2:14]1.C([O:25]C(=O)C)C>[Mo](=O)(=O)=O.O>[CH3:12][C:13]1([CH3:22])[CH2:14][CH2:15][CH2:16][C:17]([CH3:21])([CH3:20])[N:18]1[O:10][CH:9]([C:6]1[CH:7]=[CH:8][C:3]([C:2](=[O:25])[CH3:1])=[CH:4][CH:5]=1)[CH3:11] |^1:15|. Procedure details: ,A mixture of 4-ethylacetophenone (23 g), 2,2,6,6-tetramethylpiperidine-1-oxyl (10,7 g) and molybdenum(VI)oxide (0,67 g) are purged with Argon for one hour. The mixture is then heated up to 70° C. and the solution prepared under A) is added drop wise under stirring within 5 minutes. Pressure is reduced to 300 mbar and the mixture is heated for 18 hours at 70° C. After the+reaction is completed the mixture is cooled to room temperature and the pressure is allowed to raise to normal pressure. Ethy... Reactants: CC(CO)Nc1nc(Cl)ncc1-c1cccs1, COc1ccc(NC(=O)N=S(C)(=O)c2ccc(N)cc2)cc1. The product is COc1ccc(NC(=O)N=S(C)(=O)c2ccc(Nc3ncc(-c4cccs4)c(NC(C)CO)n3)cc2)cc1. Reaction SMILES: [Cl:1][c:2]1[n:3][cH:4][c:5](-[c:13]2[s:14][cH:15][cH:16][cH:17]2)[c:6]([NH:8][CH:9]([CH2:10][OH:11])[CH3:12])[n:7]1.[NH2:18][c:19]1[cH:20][cH:21][c:22]([S:25](=[O:26])(=[N:27][C:28]([NH:29][c:30]2[cH:31][cH:32][c:33]([O:36][CH3:37])[cH:34][cH:35]2)=[O:38])[CH3:39])[cH:23][cH:24]1>>[c:2]1([NH:18][c:19]2[cH:20][cH:21][c:22]([S:25](=[O:26])(=[N:27][C:28]([NH:29][c:30]3[cH:31][cH:32][c:33]([O:36][CH3:37])[cH:34][cH:35]3)=[O:38])[CH3:39])[cH:23][cH:24]2)[n:3][cH:4][c:5](-[c:13]2[s:14][cH:15][cH:16][cH:17]2)[c:6]([NH:8][CH:9]([CH2:10][OH:11])[CH3:12])[n:7]1. The reactants are C(C)OC([C@H](COCC1=CC=CC=C1)N[C@@H](CC1=CC=C(C=C1)C1=CC(=CC=C1)Cl)C(NC1=NN=NN1)=O)=O ((S)-3-benzyloxy-2-[(S)-2-(3′-chloro-biphenyl-4-yl)-1-(1H-tetrazol-5-ylcarbamoyl)-ethylamino]-propionic acid ethyl ester). The reagents and catalysts are [Pd] (Pd—C). Run in CCOC(=O)C (EtOAc), CCO (EtOH). Reaction conditions: temperature 50 celsius, time 6 hour. Product: ClC=1C=C(C=CC1)C1=CC=C(C=C1)C[C@@H](C(NC1=NN=NN1)=O)N[C@H](C(=O)O)CO ((S)-2-[(S)-2-(3′-chloro-biphenyl-4-yl)-1-(1H-tetrazol-5-ylcarbamoyl)-ethylamino]-3-hydroxy-propionic acid), C1(=CC=C(C=C1)C[C@@H](C(NC1=NN=NN1)=O)N[C@H](C(=O)O)CO)C1=CC=CC=C1 ((S)-2-[(S)-2-biphenyl-4-yl-1-(1H-tetrazol-5-ylcarbamoyl)-ethylamino]-3-hydroxy-propionic acid). Reaction SMILES: C([O:3][C:4](=[O:39])[C@@H:5]([NH:15][C@H:16]([C:31](=[O:38])[NH:32][C:33]1[NH:37][N:36]=[N:35][N:34]=1)[CH2:17][C:18]1[CH:23]=[CH:22][C:21]([C:24]2[CH:29]=[CH:28][CH:27]=[C:26]([Cl:30])[CH:25]=2)=[CH:20][CH:19]=1)[CH2:6][O:7]CC1C=CC=CC=1)C>CCOC(C)=O.CCO.[Pd]>[Cl:30][C:26]1[CH:25]=[C:24]([C:21]2[CH:20]=[CH:19][C:18]([CH2:17][C@H:16]([NH:15][C@@H:5]([CH2:6][OH:7])[C:4]([OH:39])=[O:3])[C:31](=[O:38])[NH:32][C:33]3[NH:37][N:36]=[N:35][N:34]=3)=[CH:23][CH:22]=2)[CH:29]=[CH:28][CH:27]=1.[C:21]1([C:24]2[CH:25]=[CH:26][CH:27]=[CH:28][CH:29]=2)[CH:20]=[CH:19][C:18]([CH2:17][C@H:16]([NH:15][C@@H:5]([CH2:6][OH:7])[C:4]([OH:39])=[O:3])[C:31](=[O:38])[NH:32][C:33]2[NH:34][N:35]=[N:36][N:37]=2)=[CH:23][CH:22]=1. Procedure: To a solution of (S)-3-benzyloxy-2-[(S)-2-(3′-chloro-biphenyl-4-yl)-1-(1H-tetrazol-5-ylcarbamoyl)-ethylamino]-propionic acid ethyl ester (47 mg, 0.090 mmol) in EtOAc (1 mL) and EtOH (1 mL) was added 5% Pd—C (9.6 mg, 0.0045 mmol). H2 gas was loaded with a balloon and the reaction mixture was stirred at 50° C. for 6 hours. The reaction mixture was filtered through celite pad and the filtrate was concentrated. The residue was purified by reverse phase HPLC (Sunfire C-18 column, eluent: 0.1% TFA in ...